This data is from the Open Reaction Database (ORD), a public repository of structured organic reaction records. The task is: describe an organic reaction: reactants, conditions, products, and yield Procedure: 700 mg of tert-butyl 2-[1-ethoxycarbonyl-2-(tetrahydropyran-4-yl)ethyl]-5,5-dioxo-5H-phenothiazine-10-carboxylate are suspended in 50 ml of methanol, and 10 ml of 2 M NaOH solution are added. The reaction mixture is stirred at 60° C. for one hour. The methanol is removed under reduced pressure and the reaction mixture is adjusted to pH 4 by addition of concentrated hydrochloric acid. The mixture is extracted three times with in each case 100 ml of ethyl acetate. The combined organic phases are d... Reaction conditions: temperature 60 celsius, time 1 hour. Reactants: C(C)OC(=O)C(CC1CCOCC1)C1=CC=2N(C3=CC=CC=C3S(C2C=C1)(=O)=O)C(=O)OC(C)(C)C (tert-butyl 2-[1-ethoxycarbonyl-2-(tetrahydropyran-4-yl)ethyl]-5,5-dioxo-5H-phenothiazine-10-carboxylate), [OH-].[Na+] (NaOH). The solvent is CO (methanol). Reaction SMILES: C([O:3][C:4]([CH:6]([C:14]1[CH:27]=[CH:26][C:25]2[S:24](=[O:29])(=[O:28])[C:23]3[C:18](=[CH:19][CH:20]=[CH:21][CH:22]=3)[N:17](C(OC(C)(C)C)=O)[C:16]=2[CH:15]=1)[CH2:7][CH:8]1[CH2:13][CH2:12][O:11][CH2:10][CH2:9]1)=[O:5])C.[OH-].[Na+]>CO>[O:29]=[S:24]1(=[O:28])[C:23]2[C:18](=[CH:19][CH:20]=[CH:21][CH:22]=2)[NH:17][C:16]2[CH:15]=[C:14]([CH:6]([CH2:7][CH:8]3[CH2:13][CH2:12][O:11][CH2:10][CH2:9]3)[C:4]([OH:5])=[O:3])[CH:27]=[CH:26][C:25]1=2 |f:1.2|. Product: O=S1(C=2C=CC(=CC2NC2=CC=CC=C12)C(C(=O)O)CC1CCOCC1)=O (2-(5,5-Dioxo-5,10-dihydrophenothiazin-2-yl)-3-(tetrahydropyran-4-yl)propionic Acid). As a reaction SMILES: [CH3:1][O:2][C:3]1[CH:8]=[N:7][C:6]([N:9]2[CH:13]=[N:12][C:11]([CH3:14])=[N:10]2)=[C:5]2[NH:15][CH:16]=[C:17]([C:18](=[O:22])[C:19]([OH:21])=O)[C:4]=12.[Br:23][C:24]1[CH:33]=[CH:32][CH:31]=[C:30]2[C:25]=1[CH2:26][CH2:27][NH:28][CH2:29]2.[B-](F)(F)(F)F.CN(C(ON1N=NC2C1=CC=CC=2)=[N+](C)C)C.CCN(C(C)C)C(C)C>CN(C=O)C>[Br:23][C:24]1[CH:33]=[CH:32][CH:31]=[C:30]2[C:25]=1[CH2:26][CH2:27][N:28]([C:19](=[O:21])[C:18]([C:17]1[C:4]3[C:5](=[C:6]([N:9]4[CH:13]=[N:12][C:11]([CH3:14])=[N:10]4)[N:7]=[CH:8][C:3]=3[O:2][CH3:1])[NH:15][CH:16]=1)=[O:22])[CH2:29]2 |f:2.3|. Procedure details: A 20 mL vial was charged with 2-(4-methoxy-7-(3-methyl-1H-1,2,4-triazol-1-yl)-1H-pyrrolo[2,3-c]pyridin-3-yl)-2-oxoacetic acid (0.1 g, 0.332 mmol), 5-bromo-1,2,3,4-tetrahydroisoquinoline (0.083 g, 0.332 mmol), o-benzotriazol-1-yl-N,N,N′,N′-tetramethyluronium tetrafluoroborate (0.133 g, 0.415 mmol), Hunig's Base (0.580 mL, 3.32 mmol), and DMF (3 mL). The vial was sealed and stirred at rt. After stirring the mixture for 70.5 h, the reaction was quenched with water. The solids that formed were colle... Yields the product BrC1=C2CCN(CC2=CC=C1)C(C(=O)C1=CNC2=C(N=CC(=C21)OC)N2N=C(N=C2)C)=O (1-(5-bromo-3,4-dihydroisoquinolin-2(1H)-yl)-2-(4-methoxy-7-(3-methyl-1H-1,2,4-triazol-1-yl)-1H-pyrrolo[2,3-c]pyridin-3-yl)ethane-1,2-dione). Isolated yield 88.3%. The solvent is CN(C)C=O (DMF). The reactants are COC1=C2C(=C(N=C1)N1N=C(N=C1)C)NC=C2C(C(=O)O)=O (2-(4-methoxy-7-(3-methyl-1H-1,2,4-triazol-1-yl)-1H-pyrrolo[2,3-c]pyridin-3-yl)-2-oxoacetic acid), BrC1=C2CCNCC2=CC=C1 (5-bromo-1,2,3,4-tetrahydroisoquinoline), [B-](F)(F)(F)F.CN(C)C(=[N+](C)C)ON1C2=CC=CC=C2N=N1 (o-benzotriazol-1-yl-N,N,N′,N′-tetramethyluronium tetrafluoroborate), CCN(C(C)C)C(C)C (Hunig's Base). Starting materials: FC(C=1C=C(C=C(C1)C(F)(F)F)N(C(=O)N([C@@H]1CN(C[C@H]1C1=NC=C(C=C1)F)C(=O)OC(C)(C)C)C)C)(F)F (tert-butyl (3S,4R)-3-[{[3,5-bis(trifluoromethyl)phenyl](methyl)carbamoyl}(methyl)amino]-4-(5-fluoropyridin-2-yl)pyrrolidine-1-carboxylate), Cl.CC(C)O (hydrogen chloride 2-propanol). Reaction conditions: temperature 50 celsius, time 4 hour. The product is Cl.Cl.FC(C=1C=C(C=C(C1)C(F)(F)F)N(C(=O)N(C)[C@@H]1CNC[C@H]1C1=NC=C(C=C1)F)C)(F)F (1-[3,5-bis(trifluoromethyl)phenyl]-3-[(3S,4R)-4-(5-fluoropyridin-2-yl)pyrrolidin-3-yl]-1,3-dimethylurea dihydrochloride). RXN SMILES: [F:1][C:2]([F:39])([F:38])[C:3]1[CH:4]=[C:5]([N:13]([CH3:37])[C:14]([N:16]([CH3:36])[C@H:17]2[C@H:21]([C:22]3[CH:27]=[CH:26][C:25]([F:28])=[CH:24][N:23]=3)[CH2:20][N:19](C(OC(C)(C)C)=O)[CH2:18]2)=[O:15])[CH:6]=[C:7]([C:9]([F:12])([F:11])[F:10])[CH:8]=1.[ClH:40].CC(O)C>>[ClH:40].[ClH:40].[F:39][C:2]([F:1])([F:38])[C:3]1[CH:4]=[C:5]([N:13]([CH3:37])[C:14]([N:16]([C@H:17]2[C@H:21]([C:22]3[CH:27]=[CH:26][C:25]([F:28])=[CH:24][N:23]=3)[CH2:20][NH:19][CH2:18]2)[CH3:36])=[O:15])[CH:6]=[C:7]([C:9]([F:10])([F:11])[F:12])[CH:8]=1 |f:1.2,3.4.5|. Procedure details: A mixture of the compound (2.5 g) obtained in Example 190 and 2N hydrogen chloride/2-propanol (25 mL) was stirred at 45 to 55° C. for 4 hr, concentrated under reduced pressure and recrystallized from ethanol/IPE to give the title compound.